The task is: describe an organic reaction: reactants, conditions, products, and yield. This data is from the Open Reaction Database (ORD), a public repository of structured organic reaction records. The reactants are ClC1=NC=2N(C(=C1)C1=CC(=CC=C1)C)N=C(C2I)C (5-Chloro-7-(3-methylphenyl)-3-iodo-2-methylpyrazolo[1,5-a]pyrimidine), CCN(C(C)C)C(C)C (DIPEA), N1[C@@H](CCC1)CO ((S)-2-pyrrolidinemethanol). Run in C(C)#N (acetonitrile). Yields the product CC=1C=C(C=CC1)C1=CC(=NC=2N1N=C(C2I)C)N2[C@@H](CCC2)CO ((S)-(1-(7-(3-methylphenyl)-3-iodo-2-methylpyrazolo[1,5-a]pyrimidin-5-yl)pyrrolidin-2-yl)methanol). The yield is 53.1%. As a reaction SMILES: Cl[C:2]1[CH:7]=[C:6]([C:8]2[CH:13]=[CH:12][CH:11]=[C:10]([CH3:14])[CH:9]=2)[N:5]2[N:15]=[C:16]([CH3:19])[C:17]([I:18])=[C:4]2[N:3]=1.CCN(C(C)C)C(C)C.[NH:29]1[CH2:33][CH2:32][CH2:31][C@H:30]1[CH2:34][OH:35]>C(#N)C>[CH3:14][C:10]1[CH:9]=[C:8]([C:6]2[N:5]3[N:15]=[C:16]([CH3:19])[C:17]([I:18])=[C:4]3[N:3]=[C:2]([N:29]3[CH2:33][CH2:32][CH2:31][C@H:30]3[CH2:34][OH:35])[CH:7]=2)[CH:13]=[CH:12][CH:11]=1. Procedure details: 5-Chloro-7-(3-methylphenyl)-3-iodo-2-methylpyrazolo[1,5-a]pyrimidine (580 mg), DIPEA (0.4 mL) and (S)-2-pyrrolidinemethanol (400 mg) are stirred at 90° C. in an acetonitrile (60 mL) solvent for 6 hours. The reaction solvent is removed by distillation under reduced pressure. The remainder is purified by column chromatography to yield the target compound (360 mg). 1H NMR (CDCl3, 300 MHz): δ 7.67 (m, 2H), 7.40 (m, 2H), 7.27 (s, 1H), 6.10 (s, 1H), 4.48 (br, 1H), 3.88-3.55 (m, 4H), 2.44 (s, 3H), 2.38... RXN SMILES: [CH:1]([CH3:2])([CH3:3])[S:4][c:5]1[c:6]([CH:7]=[O:8])[cH:9][c:10]([N+:13](=[O:14])[O-:15])[cH:11][cH:12]1.[Cl:26][CH2:27][Cl:28].[c:16]1([CH3:25])[cH:17][cH:18][c:19]([S:22](=[O:23])[NH2:24])[cH:20][cH:21]1>>[CH:1]([CH3:2])([CH3:3])[S:4][c:5]1[c:6]([CH:7]=[N:24][S:22]([c:19]2[cH:18][cH:17][c:16]([CH3:25])[cH:21][cH:20]2)=[O:23])[cH:9][c:10]([N+:13](=[O:14])[O-:15])[cH:11][cH:12]1. The reactants are CC(C)Sc1ccc([N+](=O)[O-])cc1C=O, ClCCl, Cc1ccc(S(N)=O)cc1. The product is Cc1ccc(S(=O)N=Cc2cc([N+](=O)[O-])ccc2SC(C)C)cc1. Starting materials: CN1C(CNCC1)C(C)NC1=NC=CC(=N1)N1C=NC2=C1C=CC=C2 (2-[1-(1-Methylpiperazin-2-yl)-ethylamino]-4-[benzimidazol-1-yl]-pyrimidine), C(C1=CC=CC=C1)Br (benzyl bromide), C(=O)([O-])[O-].[K+].[K+] (K2CO3), 2d, Cl (HCl). Run in CS(=O)C (DMSO), CCOC(=O)C (EtOAc). Product: CN1C(CN(CC1)CC1=CC=CC=C1)C(C)NC1=NC=CC(=N1)N1C=NC2=C1C=CC=C2 (2-[1-(1-Methyl-4-benzyl-piperazine-2-yl)-ethylamino]-4-[benzimidazol-1-yl]-pyrimidine). RXN SMILES: [CH3:1][N:2]1[CH2:7][CH2:6][NH:5][CH2:4][CH:3]1[CH:8]([NH:10][C:11]1[N:16]=[C:15]([N:17]2[C:21]3[CH:22]=[CH:23][CH:24]=[CH:25][C:20]=3[N:19]=[CH:18]2)[CH:14]=[CH:13][N:12]=1)[CH3:9].[CH2:26](Br)[C:27]1[CH:32]=[CH:31][CH:30]=[CH:29][CH:28]=1.C([O-])([O-])=O.[K+].[K+].Cl>CS(C)=O.CCOC(C)=O>[CH3:1][N:2]1[CH2:7][CH2:6][N:5]([CH2:26][C:27]2[CH:32]=[CH:31][CH:30]=[CH:29][CH:28]=2)[CH2:4][CH:3]1[CH:8]([NH:10][C:11]1[N:16]=[C:15]([N:17]2[C:21]3[CH:22]=[CH:23][CH:24]=[CH:25][C:20]=3[N:19]=[CH:18]2)[CH:14]=[CH:13][N:12]=1)[CH3:9] |f:2.3.4|. Reported procedure: To a solution of 2-[1-(1-methylpiperazine-2-yl)-ethylamino]-4-[benzimidazol-1-yl]-pyrimidine (EXAMPLE 20; 3 mg) in 4 mL of DMSO was added benzyl bromide (2 μL) and K2CO3 (2.2 mg). The mixture was stirred for 2d at room temperature, then diluted with 5 mL of EtOAc and poured into 10 mL of 1N HCl. The phases were separated and the aqueous phase was basified (pH>11) with 5N NaOH and extracted with 4×5 mL of EtOAc. The combined organics were dried over Na2SO4 and concentrated. The residue was purifi... The reactants are CO, COC1C(OC(=O)NC2CCCCC2)CCC2(CO2)C1C1(C)OC1CC=C(C)C, ClCCl, O=[O+][O-]. Yields the product COC1C(OC(=O)NC2CCCCC2)CCC2(CO2)C1C1(C)OC1CCO. Reaction SMILES: [CH3:33][OH:34].[CH:1]1([NH:7][C:8](=[O:9])[O:10][CH:11]2[CH:12]([O:28][CH3:29])[CH:13]([C:19]3([CH3:27])[O:20][CH:21]3[CH2:22][CH:23]=[C:24]([CH3:25])[CH3:26])[C:14]3([CH2:15][O:16]3)[CH2:17][CH2:18]2)[CH2:2][CH2:3][CH2:4][CH2:5][CH2:6]1.[Cl:35][CH2:36][Cl:37].[O-:30][O+:31]=[O:32]>>[CH:1]1([NH:7][C:8](=[O:9])[O:10][CH:11]2[CH:12]([O:28][CH3:29])[CH:13]([C:19]3([CH3:27])[O:20][CH:21]3[CH2:22][CH2:23][OH:30])[C:14]3([CH2:15][O:16]3)[CH2:17][CH2:18]2)[CH2:2][CH2:3][CH2:4][CH2:5][CH2:6]1. The solvent is ClC(Cl)Cl (trichloromethane). The yield is 35.3%. RXN SMILES: S(Cl)([Cl:3])=O.O[CH2:6][CH2:7][S:8][C:9]1[CH:14]=[CH:13][N:12]=[CH:11][CH:10]=1>ClC(Cl)Cl>[ClH:3].[Cl:3][CH2:6][CH2:7][S:8][C:9]1[CH:14]=[CH:13][N:12]=[CH:11][CH:10]=1 |f:3.4|. Reaction conditions: temperature 5 celsius, time 1 hour. Procedure details: Thionyl chloride (0.98 ml, 13.5 mmol) was added slowly to a solution of 4-(2-hydroxyethylthio)pyridine (1.39 g, 9.0 mmol) in trichloromethane (25 ml) at 5° C. The mixture was stirred at 5° C. for 1 hour and then at ambient temperature for 2 hours. The volatiles were removed by evaporation, the residue azeotroped with toluene and dried under vacuum to give 4-(2-chloroethylthio)pyridine hydrochloride (500 mg, 26%) as a solid. Product: Cl.ClCCSC1=CC=NC=C1 (4-(2-chloroethylthio)pyridine hydrochloride). The reactants are S(=O)(Cl)Cl (Thionyl chloride), OCCSC1=CC=NC=C1 (4-(2-hydroxyethylthio)pyridine). Starting materials: FC(C(CC(=O)C1=CC=C(C=C1)N1N=CC=C1)=O)(F)F (4,4,4-trifluoro-1-(4-pyrazol-1-yl-phenyl)-butane-1,3-dione), [N+](=O)(O)[O-].[N+](=O)(O)[O-].COC=1C=C(C=CC1N1C=NC(=C1)C)NC(=N)N (N-[3-methoxy-4-(4-methyl-imidazol-1-yl)-phenyl]-guanidine dinitrate). Product: COC=1C=C(C=CC1N1C=NC(=C1)C)NC1=NC(=CC(=N1)C1=CC=C(C=C1)N1N=CC=C1)C(F)(F)F ([3-Methoxy-4-(4-methyl-imidazol-1-yl)-phenyl]-[4-(4-pyrazol-1-yl-phenyl)-6-trifluoromethyl-pyrimidin-2-yl]-amine), solid. Yield: 10.0%. Reaction SMILES: [F:1][C:2]([F:20])([F:19])[C:3](=O)[CH2:4][C:5]([C:7]1[CH:12]=[CH:11][C:10]([N:13]2[CH:17]=[CH:16][CH:15]=[N:14]2)=[CH:9][CH:8]=1)=O.[N+]([O-])(O)=O.[N+]([O-])(O)=O.[CH3:29][O:30][C:31]1[CH:32]=[C:33]([NH:43][C:44]([NH2:46])=[NH:45])[CH:34]=[CH:35][C:36]=1[N:37]1[CH:41]=[C:40]([CH3:42])[N:39]=[CH:38]1>>[CH3:29][O:30][C:31]1[CH:32]=[C:33]([NH:43][C:44]2[N:45]=[C:5]([C:7]3[CH:12]=[CH:11][C:10]([N:13]4[CH:17]=[CH:16][CH:15]=[N:14]4)=[CH:9][CH:8]=3)[CH:4]=[C:3]([C:2]([F:20])([F:19])[F:1])[N:46]=2)[CH:34]=[CH:35][C:36]=1[N:37]1[CH:41]=[C:40]([CH3:42])[N:39]=[CH:38]1 |f:1.2.3|. Reported procedure: The title compound was prepared from 4,4,4-trifluoro-1-(4-pyrazol-1-yl-phenyl)-butane-1,3-dione (137 mg, 0.0.49 mmol) and N-[3-methoxy-4-(4-methyl-imidazol-1-yl)-phenyl]-guanidine dinitrate (180 mg, 0.49 mmol) using in analogous manner the procedure described in example 29). Obtained as a pale-yellow solid (25 mg, 10%). Mp 252-254° C. Starting materials: NC=1C2=C(N=CN1)OC(=C2C2=CC=CC=C2)C2=CC=CC=C2 (4-amino-5,6-diphenylfuro[2,3-d]pyrimidine), BrCC1OCCO1 (2-bromomethyl-1,3-dioxolane), [OH-].[Na+] (sodium hydroxide). The solvent is CN(C)C=O (DMF). Run at temperature 150 celsius. The product is O1C(OCC1)CNC=1C2=C(N=CN1)OC(=C2C2=CC=CC=C2)C2=CC=CC=C2 ([1,3]Dioxolan-2-ylmethyl-(5,6-diphenyl-furo[2,3-d]pyrimidin-4-yl)-amine). Isolated yield 57.5%. RXN SMILES: [NH2:1][C:2]1[C:3]2[C:10]([C:11]3[CH:16]=[CH:15][CH:14]=[CH:13][CH:12]=3)=[C:9]([C:17]3[CH:22]=[CH:21][CH:20]=[CH:19][CH:18]=3)[O:8][C:4]=2[N:5]=[CH:6][N:7]=1.Br[CH2:24][CH:25]1[O:29][CH2:28][CH2:27][O:26]1.[OH-].[Na+]>CN(C=O)C>[O:26]1[CH2:27][CH2:28][O:29][CH:25]1[CH2:24][NH:1][C:2]1[C:3]2[C:10]([C:11]3[CH:16]=[CH:15][CH:14]=[CH:13][CH:12]=3)=[C:9]([C:17]3[CH:18]=[CH:19][CH:20]=[CH:21][CH:22]=3)[O:8][C:4]=2[N:5]=[CH:6][N:7]=1 |f:2.3|. Procedure details: A stirred mixture of 4-amino-5,6-diphenylfuro[2,3-d]pyrimidine (100 mg, 0.34 mmol), 2-bromomethyl-1,3-dioxolane (116 mg, 0.69 mmol) and sodium hydroxide granules (42 mg, 1.05 mmol) in DMF (1.5 mL) was heated at 150° C. for 1 hour. The resulting mixture was filtered and purified by preparative HPLC to give a beige solid (73 mg). 1H NMR (CDCl3): 8.50 (1H, s), 7.62-7.49 (7H, m), 7.32-7.25 (3H, m), 5.70 (1H, br s), 5.00 (1H, br s), 3.85-3.63 (6H, m). LC/MS: 374 (MH+). Reactants: CCO, CC(C)O, CC(C)(O)C(NC(=O)C(F)(F)F)c1ccc2ccccc2c1, [K+], [OH-]. Product: CC(C)(O)C(N)c1ccc2ccccc2c1. As a reaction SMILES: [CH3:29][CH2:30][OH:31].[CH:1]([OH:2])([CH3:3])[CH3:4].[F:5][C:6]([F:7])([F:8])[C:25]([NH:9][CH:10]([C:11]([CH3:12])([OH:13])[CH3:14])[c:15]1[cH:16][c:17]2[cH:18][cH:19][cH:20][cH:21][c:22]2[cH:23][cH:24]1)=[O:26].[K+:28].[OH-:27]>>[NH2:9][CH:10]([C:11]([CH3:12])([OH:13])[CH3:14])[c:15]1[cH:16][c:17]2[cH:18][cH:19][cH:20][cH:21][c:22]2[cH:23][cH:24]1. Reactants: ClC1=C(C=CC=2C(=NOC21)C2=C(C=CC=C2)F)S (7-chloro-3-(2-fluorophenyl)-6-mercapto-1,2-benzisoxazole), C(=O)([O-])[O-].[K+].[K+] (K2CO3), BrCC(=O)OCC (ethyl bromoacetate), CN(C)C=O (DMF). Run in O (H2O). Reaction conditions: temperature 50 celsius. Yields the product C(C)OC(CSC1=C(C2=C(C(=NO2)C2=C(C=CC=C2)F)C=C1)Cl)=O (ethyl{[7-chloro-3-(2-fluorophenyl)-1,2-benzisoxazole-6-yl]thio}-acetate). As a reaction SMILES: [Cl:1][C:2]1[C:10]2[O:9][N:8]=[C:7]([C:11]3[CH:16]=[CH:15][CH:14]=[CH:13][C:12]=3[F:17])[C:6]=2[CH:5]=[CH:4][C:3]=1[SH:18].C([O-])([O-])=O.[K+].[K+].Br[CH2:26][C:27]([O:29][CH2:30][CH3:31])=[O:28].CN(C=O)C>O>[CH2:30]([O:29][C:27](=[O:28])[CH2:26][S:18][C:3]1[CH:4]=[CH:5][C:6]2[C:7]([C:11]3[CH:16]=[CH:15][CH:14]=[CH:13][C:12]=3[F:17])=[N:8][O:9][C:10]=2[C:2]=1[Cl:1])[CH3:31] |f:1.2.3|. Reported procedure: 3.2 g of 7-chloro-3-(2-fluorophenyl)-6-mercapto-1,2-benzisoxazole, 3.1 g K2CO3 and 3.67 g of ethyl bromoacetate are added to 60 ml DMF and warmed for two hours at 50° C. with stirring. The solution is poured into 700 ml H2O and extracted with ethyl acetate. The combined organic extracts are dried over K2CO3, and the solvent is removed in vacuo to afford ethyl{[7-chloro-3-(2-fluorophenyl)-1,2-benzisoxazole-6-yl]thio}-acetate.